This data is from the Open Reaction Database (ORD), a public repository of structured organic reaction records. The task is: describe an organic reaction: reactants, conditions, products, and yield Starting materials: BrC=1C=NC=2N(C1)N=C(C2)C(=O)O (6-bromo-pyrazolo[1,5-a]pyrimidine-2-carboxylic acid), CC1NCCC2=C(C=CC=C12)C(C)=O (1-(1-Methyl-1,2,3,4-tetrahydro-isoquinolin-5-yl)-ethanone). Yields the product BrC=1C=NC=2N(C1)N=C(C2)C(=O)N2C(C1=CC=CC(=C1CC2)C(C)=O)C (1-[2-(6-Bromo-pyrazolo[1,5-a]pyrimidine-2-carbonyl)-1-methyl-1,2,3,4-tetrahydro-isoquinolin-5-yl]-ethanone). Reaction SMILES: [Br:1][C:2]1[CH:3]=[N:4][C:5]2[N:6]([N:8]=[C:9]([C:11]([OH:13])=O)[CH:10]=2)[CH:7]=1.[CH3:14][CH:15]1[C:24]2[C:19](=[C:20]([C:25](=[O:27])[CH3:26])[CH:21]=[CH:22][CH:23]=2)[CH2:18][CH2:17][NH:16]1>>[Br:1][C:2]1[CH:3]=[N:4][C:5]2[N:6]([N:8]=[C:9]([C:11]([N:16]3[CH2:17][CH2:18][C:19]4[C:24](=[CH:23][CH:22]=[CH:21][C:20]=4[C:25](=[O:27])[CH3:26])[CH:15]3[CH3:14])=[O:13])[CH:10]=2)[CH:7]=1. Procedure: In close analogy to the procedure described in Example 1, 6-bromo-pyrazolo[1,5-a]pyrimidine-2-carboxylic acid is reacted with 1-(1-Methyl-1,2,3,4-tetrahydro-isoquinolin-5-yl)-ethanone to provide the title compound in moderate yield. The reactants are [OH-].[Na+] (sodium hydroxide), N1(CCCCC1)C(CC=1C(NCCCC1C1=CC(=CC=C1)OC)=O)C (3-(2-piperidinopropyl)-4-(3-methoxyphenyl)-1,5,6,7-tetrahydro-2H-azepinone), solution, B(Br)(Br)Br (boron tribromide). Run in C(Cl)Cl (methylene chloride), C(Cl)Cl (methylene chloride). Conditions: time 4 hour. Product: N1(CCCCC1)C(CC=1C(NCCCC1C1=CC(=CC=C1)O)=O)C (3-(2-piperidinopropyl)-4-(3-hydroxyphenyl)-1,5,6,7-tetrahydro-2H-azepinone). Reaction SMILES: [N:1]1([CH:7]([CH3:25])[CH2:8][C:9]2[C:10](=[O:24])[NH:11][CH2:12][CH2:13][CH2:14][C:15]=2[C:16]2[CH:21]=[CH:20][CH:19]=[C:18]([O:22]C)[CH:17]=2)[CH2:6][CH2:5][CH2:4][CH2:3][CH2:2]1.B(Br)(Br)Br.[OH-].[Na+]>C(Cl)Cl>[N:1]1([CH:7]([CH3:25])[CH2:8][C:9]2[C:10](=[O:24])[NH:11][CH2:12][CH2:13][CH2:14][C:15]=2[C:16]2[CH:21]=[CH:20][CH:19]=[C:18]([OH:22])[CH:17]=2)[CH2:6][CH2:5][CH2:4][CH2:3][CH2:2]1 |f:2.3|. Procedure: The solution of 6.15 g of 3-(2-piperidinopropyl)-4-(3-methoxyphenyl)-1,5,6,7-tetrahydro-2H-azepinone in 60 ml of methylene chloride, cooled in a dry ice-acetone bath, is added slowly to 120 ml of a similarly precooled 10% solution of boron tribromide in methylene chloride. The mixture is allowed to warm to room temperature and stirred for four hours. It is again cooled in an ice bath, 120 ml of 3 N aqueous sodium hydroxide are added and stirring at room temperature is continued for 30 minutes. T... The reactants are C(C)(C)(C)OC(CC1(CC(=NO1)C1=CC(=CC(=C1)OC(C1=CC=C(C=C1)NC(=N)N)=O)CCC(=O)OC(C)(C)C)C(=O)OC(C)(C)C)=O (tert-butyl 5-(2-tert-butoxy-2-oxoethyl)-3-(3-(3-tert-butoxy-3-oxopropyl)-5-((4-carbamimidamidobenzoyl)oxy)phenyl)-4,5-dihydro-1,2-oxazole-5-carboxylate), C(=O)(C(F)(F)F)O (TFA). Run at time 8 hour. Yields the product FC(C(=O)O)(F)F.N(C(=N)N)C1=CC=C(C(=O)OC=2C=C(C=C(C2)CCC(=O)O)C2=NOC(C2)(C(=O)O)CC(=O)O)C=C1 (3-(3-((4-Carbamimidamidobenzoyl)oxy)-5-(2-carboxyethyl)phenyl)-5-(carboxymethyl)-4,5-dihydro-1,2-oxazole-5-carboxylic acid trifluoroacetate). Reaction SMILES: C([O:5][C:6](=[O:48])[CH2:7][C:8]1([C:41]([O:43]C(C)(C)C)=[O:42])[O:12][N:11]=[C:10]([C:13]2[CH:18]=[C:17]([O:19][C:20](=[O:31])[C:21]3[CH:26]=[CH:25][C:24]([NH:27][C:28]([NH2:30])=[NH:29])=[CH:23][CH:22]=3)[CH:16]=[C:15]([CH2:32][CH2:33][C:34]([O:36]C(C)(C)C)=[O:35])[CH:14]=2)[CH2:9]1)(C)(C)C.[C:49]([OH:55])([C:51]([F:54])([F:53])[F:52])=[O:50]>>[F:52][C:51]([F:54])([F:53])[C:49]([OH:55])=[O:50].[NH:27]([C:24]1[CH:25]=[CH:26][C:21]([C:20]([O:19][C:17]2[CH:18]=[C:13]([C:10]3[CH2:9][C:8]([CH2:7][C:6]([OH:48])=[O:5])([C:41]([OH:43])=[O:42])[O:12][N:11]=3)[CH:14]=[C:15]([CH2:32][CH2:33][C:34]([OH:36])=[O:35])[CH:16]=2)=[O:31])=[CH:22][CH:23]=1)[C:28]([NH2:30])=[NH:29] |f:2.3|. Reported procedure: A mixture of tert-butyl 5-(2-tert-butoxy-2-oxoethyl)-3-(3-(3-tert-butoxy-3-oxopropyl)-5-((4-carbamimidamidobenzoyl)oxy)phenyl)-4,5-dihydro-1,2-oxazole-5-carboxylate (104 mg) and TFA (2 mL) was stirred overnight at room temperature. The reaction mixture was concentrated under reduced pressure, and then, the residue was washed with diethyl ether to obtain the title compound (70.0 mg). The product is O1C(CCCC1)O[C@@H]1CC[C@H](CC1)C1(CC=C(C=C1)C1=CC=CC=C1)C(CCCCCCCCC)=O (trans-4-(4-decanoyl-4-biphenylyl)cyclohexyl tetrahydropyranyl ether). Procedure details: A solution of nonylmagnesium bromide (8.3 mmol) in 30 ml of diethyl ether was treated at 0° C. with a solution of 1.5 g of trans-4-(4'-cyano-4-biphenylyl)cyclohexyl tetrahydropyranyl ether in 15 ml of tetrahydrofuran. The reaction mixture was heated at slight reflux overnight and then treated with dilute sodium carbonate solution. The organic phase was separated and the aqueous phase was back-extracted three times with 50 ml of diethyl ether each time. The combined organic phases were washed onc... Run in O1CCCC1 (tetrahydrofuran). As a reaction SMILES: [CH2:1]([Mg]Br)[CH2:2][CH2:3][CH2:4][CH2:5][CH2:6][CH2:7][CH2:8][CH3:9].[O:12]1[CH2:17][CH2:16][CH2:15][CH2:14][CH:13]1[O:18][C@H:19]1[CH2:24][CH2:23][C@H:22]([C:25]2[CH:30]=[CH:29][C:28]([C:31]3C=C[C:34]([C:37]#N)=[CH:33][CH:32]=3)=[CH:27][CH:26]=2)[CH2:21][CH2:20]1.[C:39](=[O:42])([O-])[O-].[Na+].[Na+].[CH2:45](OCC)C>O1CCCC1>[O:12]1[CH2:17][CH2:16][CH2:15][CH2:14][CH:13]1[O:18][C@H:19]1[CH2:20][CH2:21][C@H:22]([C:25]2([C:39](=[O:42])[CH2:1][CH2:2][CH2:3][CH2:4][CH2:5][CH2:6][CH2:7][CH2:8][CH3:9])[CH:30]=[CH:29][C:28]([C:31]3[CH:45]=[CH:37][CH:34]=[CH:33][CH:32]=3)=[CH:27][CH2:26]2)[CH2:23][CH2:24]1 |f:2.3.4|. The reactants are C([O-])([O-])=O.[Na+].[Na+] (sodium carbonate), C(CCCCCCCC)[Mg]Br (nonylmagnesium bromide), O1C(CCCC1)O[C@@H]1CC[C@H](CC1)C1=CC=C(C=C1)C1=CC=C(C=C1)C#N (trans-4-(4'-cyano-4-biphenylyl)cyclohexyl tetrahydropyranyl ether), C(C)OCC (diethyl ether).